From a dataset of the Open Reaction Database (ORD), a public repository of structured organic reaction records. describe an organic reaction: reactants, conditions, products, and yield Product: Cl, COC(=O)C1CNC1. Starting materials: CCOC(C)=O, CO, COC(=O)C1CN(C(c2ccccc2)c2ccccc2)C1, Cl, [OH-], [OH-], [Pd+2]. RXN SMILES: [CH3:23][CH2:24][O:25][C:26](=[O:27])[CH3:28].[CH3:29][OH:30].[CH:2]([c:3]1[cH:4][cH:5][cH:6][cH:7][cH:8]1)([c:9]1[cH:10][cH:11][cH:12][cH:13][cH:14]1)[N:15]1[CH2:16][CH:17]([C:19](=[O:20])[O:21][CH3:22])[CH2:18]1.[ClH:1].[OH-:31].[OH-:33].[Pd+2:32]>>[ClH:1].[NH:15]1[CH2:16][CH:17]([C:19](=[O:20])[O:21][CH3:22])[CH2:18]1.